From a dataset of the Open Reaction Database (ORD), a public repository of structured organic reaction records. describe an organic reaction: reactants, conditions, products, and yield Starting materials: Clc1cccc(Br)c1, C1CCOC1, CON(C)C(=O)CCN(C)C(=O)OC(C)(C)C. The product is CN(CCC(=O)c1cccc(Cl)c1)C(=O)OC(C)(C)C. Reaction SMILES: [Br:1][c:2]1[cH:3][c:4]([Cl:8])[cH:5][cH:6][cH:7]1.[CH2:26]1[O:27][CH2:28][CH2:29][CH2:30]1.[CH3:9][O:10][N:11]([C:12]([CH2:13][CH2:14][N:15]([C:16]([O:17][C:18]([CH3:19])([CH3:20])[CH3:21])=[O:22])[CH3:23])=[O:24])[CH3:25]>>[c:2]1([C:12]([CH2:13][CH2:14][N:15]([C:16]([O:17][C:18]([CH3:19])([CH3:20])[CH3:21])=[O:22])[CH3:23])=[O:24])[cH:3][c:4]([Cl:8])[cH:5][cH:6][cH:7]1. Reactants: C1(=CC=CC=C1)C1=CC=C(O1)C(=O)O (5-Phenyl-furan-2-carboxylic acid), C(C)OC(=O)C=1OC2=C(C1)C=C(C=C2)N (5-amino-benzofuran-2-carboxylic acid ethyl ester). The product is C(C)OC(=O)C=1OC2=C(C1)C=C(C=C2)NC(=O)C=2OC(=CC2)C2=CC=CC=C2 (5-[(5-Phenyl-furan-2-carbonyl)-amino]-benzofuran-2-carboxylic acid ethyl ester). As a reaction SMILES: [C:1]1([C:7]2[O:11][C:10]([C:12]([OH:14])=O)=[CH:9][CH:8]=2)[CH:6]=[CH:5][CH:4]=[CH:3][CH:2]=1.[CH2:15]([O:17][C:18]([C:20]1[O:21][C:22]2[CH:28]=[CH:27][C:26]([NH2:29])=[CH:25][C:23]=2[CH:24]=1)=[O:19])[CH3:16]>>[CH2:15]([O:17][C:18]([C:20]1[O:21][C:22]2[CH:28]=[CH:27][C:26]([NH:29][C:12]([C:10]3[O:11][C:7]([C:1]4[CH:2]=[CH:3][CH:4]=[CH:5][CH:6]=4)=[CH:8][CH:9]=3)=[O:14])=[CH:25][C:23]=2[CH:24]=1)=[O:19])[CH3:16]. Procedure details: Carboxylic acid (56) (60 mg, 0.32 mmol) was coupled to 5-amino-benzofuran-2-carboxylic acid ethyl ester (65 mg, 0.32 mmol) using Method C to give the title compound. Reactants: COC(=O)C(Cc1ccc([N+](=O)[O-])cc1)NC(=O)C1(Cc2ccc(OC)cc2)CCCC1, CCO. Product: COC(=O)C(Cc1ccc(N)cc1)NC(=O)C1(Cc2ccc(OC)cc2)CCCC1. Reaction SMILES: [CH3:1][O:2][C:3]([CH:4]([NH:5][C:6](=[O:7])[C:8]1([CH2:13][c:14]2[cH:15][cH:16][c:17]([O:20][CH3:21])[cH:18][cH:19]2)[CH2:9][CH2:10][CH2:11][CH2:12]1)[CH2:22][c:23]1[cH:24][cH:25][c:26]([N+:29]([O-:30])=[O:31])[cH:27][cH:28]1)=[O:32].[CH3:33][CH2:34][OH:35]>>[CH3:1][O:2][C:3]([CH:4]([NH:5][C:6](=[O:7])[C:8]1([CH2:13][c:14]2[cH:15][cH:16][c:17]([O:20][CH3:21])[cH:18][cH:19]2)[CH2:9][CH2:10][CH2:11][CH2:12]1)[CH2:22][c:23]1[cH:24][cH:25][c:26]([NH2:29])[cH:27][cH:28]1)=[O:32]. Starting materials: O=Cc1ccc(OCCBr)cc1, O=C([O-])[O-], C1CCNC1, CN(C)C=O, [K+], [K+], O. The product is O=Cc1ccc(OCCN2CCCC2)cc1. As a reaction SMILES: [Br:1][CH2:2][CH2:3][O:4][c:5]1[cH:6][cH:7][c:8]([CH:9]=[O:10])[cH:11][cH:12]1.[C:18](=[O:19])([O-:20])[O-:21].[CH2:13]1[CH2:14][CH2:15][NH:16][CH2:17]1.[CH3:25][N:26]([CH3:27])[CH:28]=[O:29].[K+:22].[K+:23].[OH2:24]>>[CH2:2]([CH2:3][O:4][c:5]1[cH:6][cH:7][c:8]([CH:9]=[O:10])[cH:11][cH:12]1)[N:16]1[CH2:15][CH2:14][CH2:13][CH2:17]1.